This data is from the Open Reaction Database (ORD), a public repository of structured organic reaction records. The task is: describe an organic reaction: reactants, conditions, products, and yield Starting materials: CC(NC(=O)OC(C)(C)C)C(=O)NC(C)C(=O)N1CCCC1C(=O)OCc1ccccc1, CO, [H][H]. The product is CC(NC(=O)OC(C)(C)C)C(=O)NC(C)C(=O)N1CCCC1C(=O)O. RXN SMILES: [CH2:1]([c:2]1[cH:3][cH:4][cH:5][cH:6][cH:7]1)[O:8][C:9]([CH:10]1[N:11]([C:15]([CH:16]([NH:17][C:18]([CH:19]([NH:20][C:21](=[O:22])[O:23][C:24]([CH3:25])([CH3:26])[CH3:27])[CH3:28])=[O:29])[CH3:30])=[O:31])[CH2:12][CH2:13][CH2:14]1)=[O:32].[CH3:35][OH:36].[H:33][H:34]>>[O:8]=[C:9]([CH:10]1[N:11]([C:15]([CH:16]([NH:17][C:18]([CH:19]([NH:20][C:21](=[O:22])[O:23][C:24]([CH3:25])([CH3:26])[CH3:27])[CH3:28])=[O:29])[CH3:30])=[O:31])[CH2:12][CH2:13][CH2:14]1)[OH:32]. Reactants: COCC(=O)NN (Methoxyacetic acid hydrazide), C(C)N=C=O (ethyl isocyanate). Reaction SMILES: [CH3:1][O:2][CH2:3][C:4]([NH:6][NH2:7])=O.[CH2:8]([N:10]=[C:11]=[O:12])[CH3:9]>C1(C)C=CC=CC=1>[CH2:8]([N:10]1[C:4]([CH2:3][O:2][CH3:1])=[N:6][NH:7][C:11]1=[O:12])[CH3:9]. Run in C1(=CC=CC=C1)C (toluene). Reaction conditions: time 1 day. Reported procedure: Methoxyacetic acid hydrazide (3.0 g) was heated and dissolved in toluene (60 ml), and then ethyl isocyanate (2.56 ml) was added dropwise. After stirring for at room temperature for one day, the reaction mixture was concentrated under reduced pressure. The residue was added to a 2% aqueous solution of potassium hydroxide (100 ml) that had been heated to 95° C., and the mixture was stirred at 95° C. for 45 minutes. After cooling to room temperature, concentrated hydrochloric acid (2.9 ml) was adde... Product: C(C)N1C(NN=C1COC)=O (4-Ethyl-5-methoxymethyl-2,4-dihydro[1,2,4]triazol-3-one).